From a dataset of the Open Reaction Database (ORD), a public repository of structured organic reaction records. describe an organic reaction: reactants, conditions, products, and yield Starting materials: ClC1=C(C=O)C=C(C=C1)[N+](=O)[O-] (2-chloro-5-nitrobenzaldehyde), [F-].[K+] (potassium fluoride), O (water). Solvent: CN(C=O)C (dimethylformamide). Conditions: temperature 160 celsius, time 0.5 hour. Product: FC1=C(C=O)C=C(C=C1)[N+](=O)[O-] (2-fluoro-5-nitrobenzaldehyde). The yield is 96.4%. Reaction SMILES: Cl[C:2]1[CH:9]=[CH:8][C:7]([N+:10]([O-:12])=[O:11])=[CH:6][C:3]=1[CH:4]=[O:5].[F-:13].[K+].O>CN(C)C=O>[F:13][C:2]1[CH:9]=[CH:8][C:7]([N+:10]([O-:12])=[O:11])=[CH:6][C:3]=1[CH:4]=[O:5] |f:1.2|. Procedure details: 55.7 g (0.3 mol) of 2-chloro-5-nitrobenzaldehyde and 34.8 g (0.6 mol) of potassium fluoride are suspended in 250 ml of dimethylformamide and the mixture is stirred for 0.5 hours at 160° C. The mixture is then introduced into 600 ml of water and the aldehyde which has separated out is extracted with methylene chloride. The extract is separated off, dried and evaporated down. 48.9 g of 2-fluoro-5-nitrobenzaldehyde with a content of 94.8% are obtained. Reactants: BrC1=CC2=C(C(=CS2)C2=CC=CC=C2)C=C1 (6-bromo-3-phenylbenzothiophene), [Cu](C#N)C#N (copper cyanide), ferric chloride. Run in CN1C(CCC1)=O (1-methyl-2-pyrrolidinone), Cl (HCl). Yields the product C(#N)C1=CC2=C(C(=CS2)C2=CC=CC=C2)C=C1 (6-Cyano-3-phenylbenzothiophene). As a reaction SMILES: Br[C:2]1[CH:16]=[CH:15][C:5]2[C:6]([C:9]3[CH:14]=[CH:13][CH:12]=[CH:11][CH:10]=3)=[CH:7][S:8][C:4]=2[CH:3]=1.[Cu](C#N)[C:18]#[N:19]>CN1CCCC1=O.Cl>[C:18]([C:2]1[CH:16]=[CH:15][C:5]2[C:6]([C:9]3[CH:14]=[CH:13][CH:12]=[CH:11][CH:10]=3)=[CH:7][S:8][C:4]=2[CH:3]=1)#[N:19]. Procedure details: Combine 6-bromo-3-phenylbenzothiophene (0.5 g, 1.73 mmol) and copper cyanide (0.56 g, 6.23 mmol) and reflux 3 h in 1-methyl-2-pyrrolidinone (1.73 mL). Add ferric chloride (2.11 g, 7.79 mmol) in concentrated HCl (1.73 mL) and stir 1.5 h. Cool the mixture and partition between diethyl ether and brine. Dry the organic layer over Na2SO4, filter and evaporate onto silica gel. Purify the residue by chromatography on silica gel eluting with hexane/EtOAc (1:0 to 3:2 gradient) to give the desired interme... Reactants: NC1=C2N=C(C(=NC2=CC(=C1N)Cl)O)O (5,6-diamino-7-chloro-2,3-dihydroxyquinoxaline), FC(C(=O)O)(F)F (trifluoroacetic acid). Conditions: temperature 0 celsius. The product is ClC1=C2C(=C3N=C(C(=NC3=C1)O)O)NC(=N2)C(F)(F)F (4-chloro-7,8-dihydroxy-2-trifluoromethyl-1H-imidazo(4,5-f)quinoxaline). Yield: 68.0%. RXN SMILES: [NH2:1][C:2]1[C:11]([NH2:12])=[C:10]([Cl:13])[CH:9]=[C:8]2[C:3]=1[N:4]=[C:5]([OH:15])[C:6]([OH:14])=[N:7]2.[F:16][C:17]([F:22])([F:21])[C:18](O)=O>>[Cl:13][C:10]1[CH:9]=[C:8]2[C:3]([N:4]=[C:5]([OH:15])[C:6]([OH:14])=[N:7]2)=[C:2]2[NH:1][C:18]([C:17]([F:22])([F:21])[F:16])=[N:12][C:11]=12. Procedure: A mixture of 0,3 g (1,35 mmol) 5,6-diamino-7-chloro-2,3-dihydroxyquinoxaline and 8 ml trifluoroacetic acid was refluxed for 3 h. After cooling to 0° C., the precipitated product was filtered off and washed with ice-cooled trifluoroacetic acid and ether to give 0,28 g (68%) 4-chloro-7,8-dihydroxy-2-trifluoromethyl-1H-imidazo(4,5-f)quinoxaline, m.p.>300° C. NMR (DMSO-d6) 7.10 (1H,s). Starting materials: CC(=O)O[BH-](OC(C)=O)OC(C)=O, COc1ccc(C=O)cc1, CC(Cl)Cl, NCc1ccccc1, [Na+]. Yields the product COc1ccc(CNCc2ccccc2)cc1. RXN SMILES: [C:19]([O:20][BH-:21]([O:22][C:23](=[O:24])[CH3:25])[O:26][C:27](=[O:28])[CH3:29])(=[O:30])[CH3:31].[CH3:1][O:2][c:3]1[cH:4][cH:5][c:6]([CH:7]=[O:8])[cH:9][cH:10]1.[Cl:33][CH:34]([Cl:35])[CH3:36].[NH2:11][CH2:12][c:13]1[cH:14][cH:15][cH:16][cH:17][cH:18]1.[Na+:32]>>[CH3:1][O:2][c:3]1[cH:4][cH:5][c:6]([CH2:7][NH:11][CH2:12][c:13]2[cH:14][cH:15][cH:16][cH:17][cH:18]2)[cH:9][cH:10]1. Reactants: C(C)(C)(C)OP(=O)(OC(COC(=O)N1C([C@@](C2=CC=C(C=C12)C(F)(F)F)(F)C1=C(C=CC(=C1)Cl)OC)=O)C)OC(C)(C)C ((S)-3-(5-chloro-2-methoxy-phenyl)-3-fluoro-2-oxo-6-trifluoromethyl-2,3-dihydro-indole-1-carboxylic acid 2-(di-tert-butoxy-phosphoryloxy)-propyl ester), FC(C(=O)O)(F)F (trifluoroacetic acid). Solvent: ClCCl (dichloromethane). Product: P(=O)(O)(O)OC(COC(=O)N1C([C@@](C2=CC=C(C=C12)C(F)(F)F)(F)C1=C(C=CC(=C1)Cl)OC)=O)C ((S)-3-(5-Chloro-2-methoxy-phenyl)-3-fluoro-2-oxo-6-trifluoromethyl-2,3-dihydro-indole-1-carboxylic acid 2-phosphonooxy-propyl ester). Isolated yield 57.4%. RXN SMILES: C([O:5][P:6]([O:39]C(C)(C)C)([O:8][CH:9]([CH3:38])[CH2:10][O:11][C:12]([N:14]1[C:22]2[C:17](=[CH:18][CH:19]=[C:20]([C:23]([F:26])([F:25])[F:24])[CH:21]=2)[C@@:16]([C:28]2[CH:33]=[C:32]([Cl:34])[CH:31]=[CH:30][C:29]=2[O:35][CH3:36])([F:27])[C:15]1=[O:37])=[O:13])=[O:7])(C)(C)C.FC(F)(F)C(O)=O>ClCCl>[P:6]([O:8][CH:9]([CH3:38])[CH2:10][O:11][C:12]([N:14]1[C:22]2[C:17](=[CH:18][CH:19]=[C:20]([C:23]([F:24])([F:25])[F:26])[CH:21]=2)[C@@:16]([C:28]2[CH:33]=[C:32]([Cl:34])[CH:31]=[CH:30][C:29]=2[O:35][CH3:36])([F:27])[C:15]1=[O:37])=[O:13])([OH:7])([OH:39])=[O:5]. Procedure details: A solution of (S)-3-(5-chloro-2-methoxy-phenyl)-3-fluoro-2-oxo-6-trifluoromethyl-2,3-dihydro-indole-1-carboxylic acid 2-(di-tert-butoxy-phosphoryloxy)-propyl ester ((S)-VII, n=2) (540 mg, 0.82 mmol) in dichloromethane (30 mL) was stirred with trifluoroacetic acid (0.6 mL) at room temperature for 3 hours. LC-MS indicated the completion of the reaction. After removal of the solvent the residue was dissolved in methanol and the crude product was purified by prep. HPLC, affording the title compound ... Reactants: BrCCOc1ccccc1, CC(C)(C)OC(=O)N1CCc2[nH]c3c(Cl)ccc(Cl)c3c2CC1, [H-], [Na+], CN(C)C=O. Yields the product CC(C)(C)OC(=O)N1CCc2c(n(CCOc3ccccc3)c3c(Cl)ccc(Cl)c23)CC1. Reaction SMILES: [Br:26][CH2:27][CH2:28][O:29][c:30]1[cH:31][cH:32][cH:33][cH:34][cH:35]1.[Cl:3][c:4]1[cH:5][cH:6][c:7]([Cl:25])[c:8]2[c:9]3[c:10]([nH:11][c:12]12)[CH2:13][CH2:14][N:15]([C:18](=[O:19])[O:20][C:21]([CH3:22])([CH3:23])[CH3:24])[CH2:16][CH2:17]3.[H-:1].[Na+:2].[O:36]=[CH:37][N:38]([CH3:39])[CH3:40]>>[Cl:3][c:4]1[cH:5][cH:6][c:7]([Cl:25])[c:8]2[c:9]3[c:10]([n:11]([CH2:27][CH2:28][O:29][c:30]4[cH:31][cH:32][cH:33][cH:34][cH:35]4)[c:12]12)[CH2:13][CH2:14][N:15]([C:18](=[O:19])[O:20][C:21]([CH3:22])([CH3:23])[CH3:24])[CH2:16][CH2:17]3. Reactants: C(CCC)[N+](CCCC)(CCCC)CCCC (tetrabutylammonium), C(C(=C)C)(=O)OCCCC (n-butyl methacrylate), C(C(=C)C)(=O)OCCN(C)C (2-dimethylaminoethyl methacrylate), C(C(=C)C)(=O)O[Si](C)(C)C (trimethylsilyl methacrylate), O.O.O.[F-].C(CCC)[N+](CCCC)(CCCC)CCCC (tetrabutylammonium fluoride trihydrate), CN(CCOC(=C(C)C)O[Si](C)(C)C)C (1-(2-dimethylaminoethoxy)-1-trimethylsiloxy-2-methyl-1-propene), C(CCC)[N+](CCCC)(CCCC)CCCC (tetrabutylammonium). Run in C1CCOC1 (THF), C1(OCC(C)O1)=O (propylene carbonate), C1(OCC(C)O1)=O (propylene carbonate), C1CCOC1 (THF). Product: solids, C(C(=C)C)(=O)OCCCC (n-butyl methacrylate), C/C=C/C(=O)O (b-methacrylic acid). The yield is 40.6%. As a reaction SMILES: CN(C)CC[O:5][C:6]([O:10][Si](C)(C)C)=[C:7]([CH3:9])C.[CH2:16]([N+](CCCC)(CCCC)CCCC)CCC.C(OCCN(C)C)(=O)C(C)=C.[C:44]([O:49][CH2:50][CH2:51][CH2:52][CH3:53])(=[O:48])[C:45]([CH3:47])=[CH2:46].C(O[Si](C)(C)C)(=O)C(C)=C.O.O.O.[F-].C([N+](CCCC)(CCCC)CCCC)CCC>C1(=O)OC(C)CO1.C1COCC1>[C:44]([O:49][CH2:50][CH2:51][CH2:52][CH3:53])(=[O:48])[C:45]([CH3:47])=[CH2:46].[CH3:16]/[CH:9]=[CH:7]/[C:6]([OH:5])=[O:10] |f:5.6.7.8.9|. Procedure: To a solution of 5.55 g (6.31 mL, 24 mmol) of 1-(2-dimethylaminoethoxy)-1-trimethylsiloxy-2-methyl-1-propene and 0.1 mL of tetrabutylammonium biacetate (0.04M in propylene carbonate) in 30 mL of THF was added a mixture of 7.6 g (8.1 mL, 48 mmol) of 2-dimethylaminoethyl methacrylate (purified by passage over a column of basic alumina under argon), and 23.9 g (26.7 mL, 168 mmol) of n-butyl methacrylate (purified by passage over a column of basic alumina under argon) from an addition funnel. The te... Reactants: CN1C(CC(NC2=C1C=CC(=C2)C(F)(F)F)=O)=O (1-methyl-7-trifluoromethyl-1,5-benzodiazepine-2,4-(3H,5H)-dione), C(C)(=O)[O-].[K+] (potassium acetate), ClC1=C(C=CC=C1)[N+](=O)[O-] (o-chloro-nitrobenzene). Reagents/catalysts: S(=O)(=O)([O-])[O-].[Cu+2] (copper sulfate). The solvent is C(Cl)Cl (methylene chloride). The product is CN1C(CC(N(C2=C1C=CC(=C2)C(F)(F)F)C2=C(C=CC=C2)[N+](=O)[O-])=O)=O (1-Methyl-5-(2'-nitrophenyl)-7-trifluoromethyl-1,5-benzodiazepine-2,4-(3H,5H)-dione). RXN SMILES: [CH3:1][N:2]1[C:8]2[CH:9]=[CH:10][C:11]([C:13]([F:16])([F:15])[F:14])=[CH:12][C:7]=2[NH:6][C:5](=[O:17])[CH2:4][C:3]1=[O:18].C([O-])(=O)C.[K+].Cl[C:25]1[CH:30]=[CH:29][CH:28]=[CH:27][C:26]=1[N+:31]([O-:33])=[O:32]>C(Cl)Cl.S([O-])([O-])(=O)=O.[Cu+2]>[CH3:1][N:2]1[C:8]2[CH:9]=[CH:10][C:11]([C:13]([F:16])([F:14])[F:15])=[CH:12][C:7]=2[N:6]([C:25]2[CH:30]=[CH:29][CH:28]=[CH:27][C:26]=2[N+:31]([O-:33])=[O:32])[C:5](=[O:17])[CH2:4][C:3]1=[O:18] |f:1.2,5.6|. Reported procedure: 26 gm. (0.1 mol) of 1-methyl-7-trifluoromethyl-1,5-benzodiazepine-2,4-(3H,5H)-dione were heated with 13 gm. of potassium acetate, 1 gm. of anhydrous copper sulfate and 350 gm. of o-chloro-nitrobenzene for one hour at 150°C. The reaction solution was diluted with methylene chloride, washed with dilute ammonia, sodium hydroxide solution and water, the organic phase was dried, and the solvent evaporated in vacuo. The residue was carefully admixed with petroleum ether, whereby a precipitate was form... Reactants: NC1=CC=C2C(C=C(OC2=C1)C(=O)OCC)=O (ethyl 7-amino-4-oxo-4H-chromene-2-carboxylate). The reagents and catalysts are [Pd] (Pd/C). Run in C(C)O (ethanol), Cl (HCl). The product is NC1=CC=C2CCC(OC2=C1)C(=O)OCC (Ethyl 7-Amino-2-chromancarboxylate). Yield: 89.0%. Reaction SMILES: [NH2:1][C:2]1[CH:11]=[C:10]2[C:5]([C:6](=O)[CH:7]=[C:8]([C:12]([O:14][CH2:15][CH3:16])=[O:13])[O:9]2)=[CH:4][CH:3]=1>C(O)C.Cl.[Pd]>[NH2:1][C:2]1[CH:11]=[C:10]2[C:5]([CH2:6][CH2:7][CH:8]([C:12]([O:14][CH2:15][CH3:16])=[O:13])[O:9]2)=[CH:4][CH:3]=1. Reported procedure: A solution of ethyl 7-amino-4-oxo-4H-chromene-2-carboxylate (1.00 g, 4.3 mmol) in ethanol and concentrated HCl (5 mL) is hydrogenated over 10% Pd/C (0.5 g) at 50 psi for 72 h at ambient temperature. The reaction mixture is filtered and the filtrate is concentrated in vacuo. The resultant residue is dissolved in ethyl acetate and washed with saturated aqueous NaHCO3. The organic phase is dried over MgSO4, and concentrated in vacuo to afford the title compound as an amber oil, 0.85 g (89% yield), ... Reactants: Brc1ccc(-c2nc3ccccc3[nH]2)cc1, COC(=O)OC, [K+], [K+], O=C([O-])[O-], CN(C)C=O, O. Yields the product Cn1c(-c2ccc(Br)cc2)nc2ccccc21. As a reaction SMILES: [Br:1][c:2]1[cH:3][cH:4][c:5](-[c:8]2[n:9][c:10]3[c:11]([nH:12]2)[cH:13][cH:14][cH:15][cH:16]3)[cH:6][cH:7]1.[CH3:28][O:29][C:30]([O:31][CH3:32])=[O:33].[K+:17].[K+:18].[O-:19][C:20]([O-:21])=[O:22].[O:23]=[CH:24][N:25]([CH3:26])[CH3:27].[OH2:34]>>[Br:1][c:2]1[cH:3][cH:4][c:5](-[c:8]2[n:9]([CH3:20])[c:10]3[c:11]([n:12]2)[cH:13][cH:14][cH:15][cH:16]3)[cH:6][cH:7]1.